From a dataset of the Open Reaction Database (ORD), a public repository of structured organic reaction records. describe an organic reaction: reactants, conditions, products, and yield Starting materials: [OH-].[Na+] (sodium hydroxide), resultant mixture, CC=1C=C(C(=O)C2=CN(C3=CC=CC=C3C2=O)CC#C)C=CC1C (3-(3,4-Dimethyl-benzoyl)-1-prop-2-ynyl-1H-quinolin-4-one), N(=[N+]=[N-])COC(NC(C)(C)C)=O (tert-butyl-carbamic acid azidomethyl ester). Reagents/catalysts: [Cu] (copper), O.O.O.O.O.S(=O)(=O)([O-])[O-].[Cu+2] (copper(II) sulfate pentahydrate). Run in O (water), C(C)(C)(C)O (tert-butanol), O (water). Reaction conditions: temperature 80 celsius, time 4 hour. The product is CC=1C=C(C(=O)C2=CN(C3=CC=CC=C3C2=O)CC=2N=NNC2)C=CC1C (3-(3,4-Dimethyl-benzoyl)-1-(1H-[1,2,3]triazol-4-ylmethyl)-1H-quinolin-4-one). The yield is 54.6%. Reaction SMILES: [CH3:1][C:2]1[CH:3]=[C:4]([CH:21]=[CH:22][C:23]=1[CH3:24])[C:5]([C:7]1[C:16](=[O:17])[C:15]2[C:10](=[CH:11][CH:12]=[CH:13][CH:14]=2)[N:9]([CH2:18][C:19]#[CH:20])[CH:8]=1)=[O:6].[N:25](COC(=O)NC(C)(C)C)=[N+:26]=[N-:27].[OH-].[Na+]>C(O)(C)(C)C.O.[Cu].O.O.O.O.O.S([O-])([O-])(=O)=O.[Cu+2]>[CH3:1][C:2]1[CH:3]=[C:4]([CH:21]=[CH:22][C:23]=1[CH3:24])[C:5]([C:7]1[C:16](=[O:17])[C:15]2[C:10](=[CH:11][CH:12]=[CH:13][CH:14]=2)[N:9]([CH2:18][C:19]2[N:25]=[N:26][NH:27][CH:20]=2)[CH:8]=1)=[O:6] |f:2.3,7.8.9.10.11.12.13|. Reported procedure: 29 mg (0.092 mmol) of 3-(3,4-dimethyl-benzoyl)-1-prop-2-ynyl-1H-quinolin-4-one 4c (prepared as described by Paine, J. B.; J. Het. Chem. 1987, 351), 19 mg (0.11 mmol) of tert-butyl-carbamic acid azidomethyl ester, 5.0 mg (0.078 mmol) of copper powder, and 2.0 mg (0.008 mmol) of copper(II) sulfate pentahydrate were combined in a mixture of 0.5 mL tert-butanol and 0.2 mL water and stirred at 80° C. for 4 h. Then 70 mg (1.75 mmol) of sodium hydroxide in 1 mL water was added to that mixture and the r... Reactants: CC(C)(CCC=C(C)C)O (2,6-dimethyl-hept-5-en-2-ol), solution, B(F)(F)F.CCOCC (boron trifluoride diethyl etherate), C(C)=O (acetaldehyde). Run in C(C)OCC (diethyl ether), C(C)OCC (diethylether). Conditions: temperature 0 celsius, time 10 minute. Yields the product CC1(OC(C(CC1)C(=C)C)C)C (2,2,6-trimethyl-5-isopropenyltetrahydropyran). Yield: 55.9%. RXN SMILES: [CH:1](=O)[CH3:2].B(F)(F)F.CCOCC.[CH3:13][C:14]([OH:22])([CH2:16][CH2:17][CH:18]=[C:19]([CH3:21])[CH3:20])[CH3:15]>C(OCC)C>[CH3:13][C:14]1([CH3:15])[CH2:16][CH2:17][CH:18]([C:19]([CH3:21])=[CH2:20])[CH:1]([CH3:2])[O:22]1 |f:1.2|. Procedure details: 42 g of acetaldehyde in 600 ml diethylether were placed in a 2 liter three-necked flask and cooled to 0° C. 140 g of a 48% solution of boron trifluoride diethyl etherate were then added and stirred for 10 minutes at 0° C. 124 g of 2,6-dimethyl-hept-5-en-2-ol dissolved in 100 ml diethyl ether were droppered into the reaction solution at 0° C. Once addition was complete stirring continued for a further hour at 0° C. followed by heating to room temperature. Once the reaction solution had been stirr...